From a dataset of the Open Reaction Database (ORD), a public repository of structured organic reaction records. describe an organic reaction: reactants, conditions, products, and yield The reactants are C(O)([O-])=O.[Na+] (sodium hydrogen carbonate), C(C)S(=O)(=O)C1=CC=C(C=C1)C(C(C=C)=O)CC1CCOCC1 (4-[4-(ethylsulfonyl)phenyl]-5-(tetrahydro-2H-pyran-4-yl)pent-1-en-3-one), N1=C(C=CC=C1)C=O (pyridine-2-carbaldehyde), C(C)(=O)[O-].[NH4+] (ammonium acetate). The reagents and catalysts are [Cl-].C(C1=CC=CC=C1)[N+]1=CSC(=C1C)CCO (3-benzyl-5-(2-hydroxyethyl)-4-methyl-1,3-thiazol-3-ium chloride). Solvent: O (Water), C(C)O (ethanol), C(C)N(CC)CC (triethylamine), C(C)(=O)O (acetic acid). Conditions: temperature 110 celsius, time 3 hour. Product: C(C)S(=O)(=O)C1=CC=C(C=C1)C(CC1CCOCC1)C1=CC=C(N1)C1=NC=CC=C1 (2-(5-{1-[4-(ethylsulfonyl)phenyl]-2-(tetrahydro-2H-pyran-4-yl)ethyl}-1H-pyrrol-2-yl)pyridine). Isolated yield 69.0%. Reaction SMILES: [CH2:1]([S:3]([C:6]1[CH:11]=[CH:10][C:9]([CH:12]([CH2:17][CH:18]2[CH2:23][CH2:22][O:21][CH2:20][CH2:19]2)[C:13](=O)[CH:14]=[CH2:15])=[CH:8][CH:7]=1)(=[O:5])=[O:4])[CH3:2].[N:24]1[CH:29]=[CH:28][CH:27]=[CH:26][C:25]=1[CH:30]=O.C([O-])(=O)C.[NH4+:36].C(=O)([O-])O.[Na+]>C(O)C.[Cl-].C([N+]1C(C)=C(CCO)SC=1)C1C=CC=CC=1.C(O)(=O)C.O.C(N(CC)CC)C>[CH2:1]([S:3]([C:6]1[CH:11]=[CH:10][C:9]([CH:12]([C:13]2[NH:36][C:30]([C:25]3[CH:26]=[CH:27][CH:28]=[CH:29][N:24]=3)=[CH:15][CH:14]=2)[CH2:17][CH:18]2[CH2:23][CH2:22][O:21][CH2:20][CH2:19]2)=[CH:8][CH:7]=1)(=[O:5])=[O:4])[CH3:2] |f:2.3,4.5,7.8|. Procedure: To a solution of 4-[4-(ethylsulfonyl)phenyl]-5-(tetrahydro-2H-pyran-4-yl)pent-1-en-3-one (0.409 g) in ethanol (15 mL) were added pyridine-2-carbaldehyde (0.139 mL), 3-benzyl-5-(2-hydroxyethyl)-4-methyl-1,3-thiazol-3-ium chloride (36 mg) and triethylamine (0.073 mL), and the mixture was heated under reflux for 1 hr. Water was added to the reaction mixture, and the mixture was extracted with ethyl acetate. The extract was washed successively with water and saturated brine, dried over anhydrous sod... Starting materials: C(C)NC([O-])=O.OC=1C=CC=2C(C3C(CNC3)C2C1)C (N-ethylcarbamate 5-hydroxy-8-methyl-1,2,3,3a,8,8a-hexahydroindeno[1,2-c]pyrrole), FC=1C=C(CBr)C=CC1 (3-fluorobenzyl bromide). Product: C(C)NC([O-])=O.FC=1C=C(COC=2C=CC=3C(C4C(CNC4)C3C2)C)C=CC1 (N-Ethylcarbamate 5-(3-fluorobenzyloxy)-8-methyl-1,2,3,3a,8,8a-hexahydroindeno[1,2-c]pyrrole), crude product. As a reaction SMILES: [CH2:1]([NH:3][C:4](=[O:6])[O-:5])[CH3:2].[OH:7][C:8]1[CH:9]=[CH:10][C:11]2[CH:12]([CH3:20])[CH:13]3[CH2:17][NH:16][CH2:15][CH:14]3[C:18]=2[CH:19]=1.[F:21][C:22]1[CH:23]=[C:24]([CH:27]=[CH:28][CH:29]=1)[CH2:25]Br>>[CH2:1]([NH:3][C:4](=[O:5])[O-:6])[CH3:2].[F:21][C:22]1[CH:23]=[C:24]([CH:27]=[CH:28][CH:29]=1)[CH2:25][O:7][C:8]1[CH:9]=[CH:10][C:11]2[CH:12]([CH3:20])[CH:13]3[CH2:17][NH:16][CH2:15][CH:14]3[C:18]=2[CH:19]=1 |f:0.1,3.4|. Reported procedure: The subtitle compound was prepared by the method of Example 43, Step B utilizing N-ethylcarbamate-5-hydroxy-8-methyl-1,2,3,3a,8,8a-hexahydroindeno[1,2-c]pyrrole (from Example 43, Step A) (0.1 mmol) and 3-fluorobenzyl bromide. The crude product was obtained without further purification. MS calculated for C22H24FNO3+H: 370, observed: 370. Reactants: CC(C)(C)OC(=O)NCCCC[C@@H](C(=O)OC1=CC=C(C=C1)[N+](=O)[O-])NC(=O)OCC2=CC=CC=C2 (Z-Lys(Boc)-ONp), N[C@@H](CO)C(=O)N[C@@H](CCC(N)=O)C(=O)N[C@@H]([C@H](O)C)C(=O)N1[C@H](C(=O)N[C@@H](CC(C)C)C(=O)N[C@@H](C(C)C)C(=O)N[C@@H]([C@H](O)C)C(=O)N[C@@H](CC(C)C)C(=O)OC(C)(C)C)CCC1 (H-Ser-Gln-Thr-Pro-Leu-Val-Thr-Leu-OtBu). The solvent is CN(C)C=O (DMF). Conditions: time 18 hour. The product is N([C@@H](CCCCNC(=O)OC(C)(C)C)C(=O)N[C@@H](CO)C(=O)N[C@@H](CCC(N)=O)C(=O)N[C@@H]([C@H](O)C)C(=O)N1[C@H](C(=O)N[C@@H](CC(C)C)C(=O)N[C@@H](C(C)C)C(=O)N[C@@H]([C@H](O)C)C(=O)N[C@@H](CC(C)C)C(=O)OC(C)(C)C)CCC1)C(=O)OCC1=CC=CC=C1 (Z-Lys(Boc)-Ser-Gln-Thr-Pro-Leu-Val-Thr-Leu-OtBu). As a reaction SMILES: [CH3:1][C:2]([O:5][C:6]([NH:8][CH2:9][CH2:10][CH2:11][CH2:12][C@H:13]([NH:26][C:27]([O:29][CH2:30][C:31]1[CH:36]=[CH:35][CH:34]=[CH:33][CH:32]=1)=[O:28])[C:14]([O:16]C1C=CC([N+]([O-])=O)=CC=1)=O)=[O:7])([CH3:4])[CH3:3].[NH2:37][C@H:38]([C:41]([NH:43][C@H:44]([C:50]([NH:52][C@H:53]([C:57]([N:59]1[CH2:100][CH2:99][CH2:98][C@H:60]1[C:61]([NH:63][C@H:64]([C:69]([NH:71][C@H:72]([C:76]([NH:78][C@H:79]([C:83]([NH:85][C@H:86]([C:91]([O:93][C:94]([CH3:97])([CH3:96])[CH3:95])=[O:92])[CH2:87][CH:88]([CH3:90])[CH3:89])=[O:84])[C@@H:80]([CH3:82])[OH:81])=[O:77])[CH:73]([CH3:75])[CH3:74])=[O:70])[CH2:65][CH:66]([CH3:68])[CH3:67])=[O:62])=[O:58])[C@@H:54]([CH3:56])[OH:55])=[O:51])[CH2:45][CH2:46][C:47](=[O:49])[NH2:48])=[O:42])[CH2:39][OH:40]>CN(C=O)C>[NH:26]([C:27]([O:29][CH2:30][C:31]1[CH:32]=[CH:33][CH:34]=[CH:35][CH:36]=1)=[O:28])[C@H:13]([C:14]([NH:37][C@H:38]([C:41]([NH:43][C@H:44]([C:50]([NH:52][C@H:53]([C:57]([N:59]1[CH2:100][CH2:99][CH2:98][C@H:60]1[C:61]([NH:63][C@H:64]([C:69]([NH:71][C@H:72]([C:76]([NH:78][C@H:79]([C:83]([NH:85][C@H:86]([C:91]([O:93][C:94]([CH3:96])([CH3:95])[CH3:97])=[O:92])[CH2:87][CH:88]([CH3:89])[CH3:90])=[O:84])[C@@H:80]([CH3:82])[OH:81])=[O:77])[CH:73]([CH3:74])[CH3:75])=[O:70])[CH2:65][CH:66]([CH3:67])[CH3:68])=[O:62])=[O:58])[C@@H:54]([CH3:56])[OH:55])=[O:51])[CH2:45][CH2:46][C:47](=[O:49])[NH2:48])=[O:42])[CH2:39][OH:40])=[O:16])[CH2:12][CH2:11][CH2:10][CH2:9][NH:8][C:6]([O:5][C:2]([CH3:1])([CH3:3])[CH3:4])=[O:7]. Procedure: 1.35 g Z-Lys(Boc)-ONp (2.7 mmol) and 2.42 g (2.64 mmol) H-Ser-Gln-Thr-Pro-Leu-Val-Thr-Leu-OtBu (F. 1) are dissolved in 35 ml DMF. After stirring at room temperature for 18 hours the reaction mixture is evaporated to dryness. The reactants are CCOC(C)=O, O=C([O-])O, Cc1ccc(Cl)cc1N(CC(=O)NCCN(C)C(=O)OC(C)(C)C)CC(=O)N(C)N1Cc2ccccc2C1, ClCCl, Cl, [Na+]. Yields the product CNCCNC(=O)CN(CC(=O)N(C)N1Cc2ccccc2C1)c1cc(Cl)ccc1C. As a reaction SMILES: [C:39]([O:40][CH2:41][CH3:42])(=[O:43])[CH3:44].[C:46](=[O:47])([O-:48])[OH:49].[Cl:1][c:2]1[cH:3][cH:4][c:5]([CH3:38])[c:6]([N:8]([CH2:9][C:10](=[O:11])[NH:12][CH2:13][CH2:14][N:15]([CH3:16])[C:17]([O:18][C:19]([CH3:20])([CH3:21])[CH3:22])=[O:23])[CH2:24][C:25](=[O:26])[N:27]([CH3:28])[N:29]2[CH2:30][c:31]3[cH:32][cH:33][cH:34][cH:35][c:36]3[CH2:37]2)[cH:7]1.[Cl:51][CH2:52][Cl:53].[ClH:45].[Na+:50]>>[Cl:1][c:2]1[cH:3][cH:4][c:5]([CH3:38])[c:6]([N:8]([CH2:9][C:10](=[O:11])[NH:12][CH2:13][CH2:14][NH:15][CH3:16])[CH2:24][C:25](=[O:26])[N:27]([CH3:28])[N:29]2[CH2:30][c:31]3[cH:32][cH:33][cH:34][cH:35][c:36]3[CH2:37]2)[cH:7]1. The reactants are N1=C(C=CC=C1)/C=C/CCC(=O)OCC (ethyl (4E)-5-(2-pyridyl)-4-pentenoate). Reagents/catalysts: [Pd] (palladium on carbon). The solvent is C(C)O (ethanol). Conditions: time 3 hour. Yields the product N1=C(C=CC=C1)CCCCC(=O)OCC (ethyl 5-(2-pyridyl)pentanoate). Isolated yield 99.0%. Reaction SMILES: [N:1]1[CH:6]=[CH:5][CH:4]=[CH:3][C:2]=1/[CH:7]=[CH:8]/[CH2:9][CH2:10][C:11]([O:13][CH2:14][CH3:15])=[O:12]>C(O)C.[Pd]>[N:1]1[CH:6]=[CH:5][CH:4]=[CH:3][C:2]=1[CH2:7][CH2:8][CH2:9][CH2:10][C:11]([O:13][CH2:14][CH3:15])=[O:12]. Procedure: To a solution of ethyl (4E)-5-(2-pyridyl)-4-pentenoate (1.84 g) in ethanol (15 ml) was added 10% palladium on carbon (145 mg), and the mixture was stirred for 3 hours under an atmosphere of hydrogen (4 atm), and then filtered through a celite pad. Removal of the solvent in vacuo gave ethyl 5-(2-pyridyl)pentanoate (1.84 g). Reactants: CN(C)C=O (DMF), solution, C(CCC)[Li] (butyllithium), hexanes, C1(=CC=CC=C1)C(N1C=NC=C1)(C1=CC=CC=C1)C1=CC=CC=C1 (1-(triphenylmethyl)imidazole), [NH4+].[Cl-] (NH4Cl). Run in C1CCOC1 (THF), C1CCOC1 (THF), O (water), CCOCC (Ether). Product: C(C1=CC=CC=C1)(C1=CC=CC=C1)(C1=CC=CC=C1)N1C(=NC=C1)C=O (1-trityl-1H-imidazole-2-carbaldehyde). Reaction SMILES: [C:1]1([C:7]([C:19]2[CH:24]=[CH:23][CH:22]=[CH:21][CH:20]=2)([C:13]2[CH:18]=[CH:17][CH:16]=[CH:15][CH:14]=2)[N:8]2[CH:12]=[CH:11][N:10]=[CH:9]2)[CH:6]=[CH:5][CH:4]=[CH:3][CH:2]=1.C([Li])CCC.CN([CH:33]=[O:34])C.[NH4+].[Cl-]>C1COCC1.O.CCOCC>[C:7]([N:8]1[CH:12]=[CH:11][N:10]=[C:9]1[CH:33]=[O:34])([C:1]1[CH:6]=[CH:5][CH:4]=[CH:3][CH:2]=1)([C:13]1[CH:14]=[CH:15][CH:16]=[CH:17][CH:18]=1)[C:19]1[CH:20]=[CH:21][CH:22]=[CH:23][CH:24]=1 |f:3.4|. Procedure: A cooled (−78° C.) yellow solution of 1-(triphenylmethyl)imidazole (25.000 g; 80.542 mmol) in anhydrous THF (750 ml) was treated dropwise (in 55 min.) with a 1.6M solution of butyllithium in hexanes (55.35 ml; 88.560 mmol). After addition, the resulting pink homogeneous solution was further stirred at −78° C., under nitrogen, for 30 min. before a solution of anhydrous DMF (6.8 ml; 88.186 mmol) in anhydrous THF (40 ml) was added dropwise (in 40 min.). The resulting mixture was additionally stirre... Starting materials: [N+](=O)([O-])C=1C=C(C=CC1)O.[N+](=O)([O-])C1=CC=C(OCC=2C=C(OC2)C(=O)OC)C=C1 (4-(4-nitrophenoxymethyl)-2-methoxycarbonyl-furan 3-Nitrophenol), ClCC1=CC=C(O1)C(=O)OC (methyl 5-(chloromethyl)-2-furoate), C(=O)([O-])[O-].[K+].[K+] (K2CO3). The solvent is CC(=O)C (acetone), O (water). The product is NC1=CC=C(OCC=2C=C(OC2)C(=O)OC)C=C1 (4-(4-aminophenoxymethyl)-2-methoxycarbonyl-furan). Isolated yield 101.8%. As a reaction SMILES: [N+](C1C=C(O)C=CC=1)([O-])=O.[N+:11]([C:14]1[CH:30]=[CH:29][C:17]([O:18][CH2:19][C:20]2[CH:21]=[C:22]([C:25]([O:27][CH3:28])=[O:26])[O:23][CH:24]=2)=[CH:16][CH:15]=1)([O-])=O.ClCC1OC(C(OC)=O)=CC=1.C([O-])([O-])=O.[K+].[K+]>CC(C)=O.O>[NH2:11][C:14]1[CH:15]=[CH:16][C:17]([O:18][CH2:19][C:20]2[CH:21]=[C:22]([C:25]([O:27][CH3:28])=[O:26])[O:23][CH:24]=2)=[CH:29][CH:30]=1 |f:0.1,3.4.5|. Procedure details: Preparation of 4-(4-nitrophenoxymethyl)-2-methoxycarbonyl-furan 3-Nitrophenol (1.0 g, 7.19 mmole), methyl 5-(chloromethyl)-2-furoate (1.38 g, 7.90 mmole) and anhydrous K2CO3 (1.19 g, 8.60 mmole) in acetone (30 mL) were refluxed for 8 h. The reaction mixture was cooled and diluted with water. The resultant white solid was filtered, washed with water and air dried overnight to give 1.81 g (90%) of the desired product. 1H NMR (CDCl3): δ 7.86 (dd, 1H, J=2.3 and 8.2 Hz), 7.80 (t, 1H, J=2.3 Hz), 7.45 ... Starting materials: CS(=O)(=O)C=1C=C(C=CC1)S(=O)(=O)Cl (3-methanesulfonylbenzene-1-sulfonyl chloride), S(=O)(=O)(Cl)Cl (sulfonyl chloride), NO (hydroxylamine), aqueous solution, O (water). Solvent: C(Cl)Cl (DCM), C1CCOC1 (THF). The product is ONS(=O)(=O)C1=CC(=CC=C1)S(=O)(=O)C (N-Hydroxy-3-methanesulfonylbenzene-1-sulfonamide). RXN SMILES: [NH2:1][OH:2].O.[CH3:4][S:5]([C:8]1[CH:9]=[C:10]([S:14](Cl)(=[O:16])=[O:15])[CH:11]=[CH:12][CH:13]=1)(=[O:7])=[O:6].S(Cl)(Cl)(=O)=O>C1COCC1.C(Cl)Cl>[OH:2][NH:1][S:14]([C:10]1[CH:11]=[CH:12][CH:13]=[C:8]([S:5]([CH3:4])(=[O:7])=[O:6])[CH:9]=1)(=[O:16])=[O:15]. Procedure details: To a solution of aqueous hydroxylamine (16 mL of a 50% aqueous solution, 245 mmol) in THF (150 mL) and water (25 mL) cooled to −5° C. was slowly added 3-methanesulfonylbenzene-1-sulfonyl chloride (25 g, 98 mmol) while maintaining a reaction temperature of less than 10° C. The reaction was maintained at this temperature until substantially complete consumption of the sulfonyl chloride was observed (about 5 min), after which time the reaction was diluted with DCM (250 mL), the organic portion was ... Starting materials: ClC1=CC=C(C=C1)C1(CC1)CNC(=O)C1=CC(=C(C=C1)S(=O)(=O)Cl)F (4-[({[1-(4-chlorophenyl)cyclopropyl]methyl}amino)carbonyl]-2-fluorobenzenesulfonyl chloride), C(C)#N (acetonitrile), S1N=CN=C1N (1,2,4-thiadiazol-5-amine), [OH-].[Na+] (sodium hydroxide), O1CCOCC1 (1,4-dioxane), O (water). Run at time 30 minute. The product is ClC1=CC=C(C=C1)C1(CC1)CNC(C1=CC(=C(C=C1)S(=O)(=O)NC1=NC=NS1)F)=O (N-{[1-(4-chlorophenyl)cyclopropyl]methyl}-3-fluoro-4-[(1,2,4-thiadiazol-5-ylamino)sulfonyl]benzamide). The yield is 15.5%. RXN SMILES: [Cl:1][C:2]1[CH:7]=[CH:6][C:5]([C:8]2([CH2:11][NH:12][C:13]([C:15]3[CH:20]=[CH:19][C:18]([S:21](Cl)(=[O:23])=[O:22])=[C:17]([F:25])[CH:16]=3)=[O:14])[CH2:10][CH2:9]2)=[CH:4][CH:3]=1.C(#N)C.[S:29]1[C:33]([NH2:34])=[N:32][CH:31]=[N:30]1.[OH-].[Na+].O1CCOCC1.O>>[Cl:1][C:2]1[CH:7]=[CH:6][C:5]([C:8]2([CH2:11][NH:12][C:13](=[O:14])[C:15]3[CH:20]=[CH:19][C:18]([S:21]([NH:34][C:33]4[S:29][N:30]=[CH:31][N:32]=4)(=[O:23])=[O:22])=[C:17]([F:25])[CH:16]=3)[CH2:10][CH2:9]2)=[CH:4][CH:3]=1 |f:3.4|. Reported procedure: A solution of 4-[({[1-(4-chlorophenyl)cyclopropyl]methyl}amino)carbonyl]-2-fluorobenzenesulfonyl chloride (Preparation 93, 205 mg, 0.510 mmol) in acetonitrile (1.0 mL, 19 mmol) was added dropwise to a solution of 1,2,4-thiadiazol-5-amine (155 mg, 1.53 mmol) and sodium hydroxide (61.1 mg, 1.53 mmol) in 1,4-dioxane (1.6 mL, 2.0E1 mmol) and water (0.32 mL, 18 mmol). After stirring 30 min at ambient temperature, the reaction mixture was quenched with 2 N HCl. The mixture was partitioned with methyle...